From a dataset of the Open Reaction Database (ORD), a public repository of structured organic reaction records. describe an organic reaction: reactants, conditions, products, and yield The reactants are ClC1=C(C=CC=C1)[N+](=O)[O-] (1-chloro-2-nitrobenzene), N1(CCNCC1)C=O (piperazine-1-carboxaldehyde), CN(C)C=O (DMF). Run in O (water). Reaction conditions: temperature 100 celsius. Yields the product [N+](=O)([O-])C1=C(C=CC=C1)N1CCN(CC1)C=O (4-(2-nitrophenyl)piperazine-1-carbaldehyde). Isolated yield 33.0%. As a reaction SMILES: Cl[C:2]1[CH:7]=[CH:6][CH:5]=[CH:4][C:3]=1[N+:8]([O-:10])=[O:9].[N:11]1([CH:17]=[O:18])[CH2:16][CH2:15][NH:14][CH2:13][CH2:12]1.CN(C=O)C>O>[N+:8]([C:3]1[CH:4]=[CH:5][CH:6]=[CH:7][C:2]=1[N:14]1[CH2:15][CH2:16][N:11]([CH:17]=[O:18])[CH2:12][CH2:13]1)([O-:10])=[O:9]. Procedure: A mixture of 1-chloro-2-nitrobenzene (6.54 g, 41.5 mmol), piperazine-1-carboxaldehyde (4.7 g, 41.5 mmol) and DMF (18 mL) was heated 48 hours at 100° C. The reaction mixture then was cooled, diluted with water and extracted with ethyl acetate (3×). The combined extracts were washed with water, dried (MgSO4), filtered and concentrated. The residue was purified by column chromatography on silica gel eluting with methylene chloride/methanol (98:2) to give 4-(2-nitrophenyl)piperazine-1-carbaldehyde (... Yield: 79.5%. Procedure details: N-propylphosphonic acid anhydride, cyclic trimer (50 wt % solution in EtAc) (8.57 ml, 14.68 mmol) was added at room temperature in one portion to a stirred solution of 8-bromo-2-morpholino-4-oxo-4H-chromene-6-carboxylic acid (2 g, 5.65 mmol), DIPEA (4.9 mL, 28.2 mmol) and morpholine (0.543 mL, 6.2 mmol) in DCM (14 mL). The mixture was stirred at room temperature for 1 h then water (1 mL) was then added. The reaction mixture was stirred for 15 mins and extracted with DCM. The combined organic lay... The product is BrC=1C=C(C=C2C(C=C(OC12)N1CCOCC1)=O)C(=O)N1CCOCC1 (8-bromo-6-(morpholine-4-carbonyl)-2-morpholino-4H-chromen-4-one). The reactants are N-propylphosphonic acid anhydride, BrC=1C=C(C=C2C(C=C(OC12)N1CCOCC1)=O)C(=O)O (8-bromo-2-morpholino-4-oxo-4H-chromene-6-carboxylic acid), CCN(C(C)C)C(C)C (DIPEA), N1CCOCC1 (morpholine), O (water). Reaction SMILES: [Br:1][C:2]1[CH:3]=[C:4]([C:19]([OH:21])=O)[CH:5]=[C:6]2[C:11]=1[O:10][C:9]([N:12]1[CH2:17][CH2:16][O:15][CH2:14][CH2:13]1)=[CH:8][C:7]2=[O:18].CCN(C(C)C)C(C)C.[NH:31]1[CH2:36][CH2:35][O:34][CH2:33][CH2:32]1.O>C(Cl)Cl>[Br:1][C:2]1[CH:3]=[C:4]([C:19]([N:31]2[CH2:36][CH2:35][O:34][CH2:33][CH2:32]2)=[O:21])[CH:5]=[C:6]2[C:11]=1[O:10][C:9]([N:12]1[CH2:17][CH2:16][O:15][CH2:14][CH2:13]1)=[CH:8][C:7]2=[O:18]. Run in C(Cl)Cl (DCM). Conditions: time 1 hour. The reactants are ClC1=NC(=C2N=CN(C2=N1)C(C)C)Cl (2,6-dichloro-9-(2-propyl)purine), C(CCC)N (butylamine). Solvent: C(C)N(CC)CC (triethylamine). The product is ClC1=NC(=C2N=CN(C2=N1)C(C)C)NCCCC (2-Chloro-6-[(butyl)amino]-9-(2-propyl)purine). As a reaction SMILES: [Cl:1][C:2]1[N:10]=[C:9]2[C:5]([N:6]=[CH:7][N:8]2[CH:11]([CH3:13])[CH3:12])=[C:4](Cl)[N:3]=1.[CH2:15]([NH2:19])[CH2:16][CH2:17][CH3:18]>C(N(CC)CC)C>[Cl:1][C:2]1[N:10]=[C:9]2[C:5]([N:6]=[CH:7][N:8]2[CH:11]([CH3:13])[CH3:12])=[C:4]([NH:19][CH2:15][CH2:16][CH2:17][CH3:18])[N:3]=1. Procedure: 2-Chloro-6-[(butyl)amino]-9-(2-propyl)purine is prepared from 2,6-dichloro-9-(2-propyl)purine (see Example 15 for preparation), butylamine, and triethylamine essentially as described above in Example 1, Scheme A, step b. Starting materials: C1(=CC=CC=C1)C(=O)C=O (Phenyl glyoxal), C(#N)CC(=O)NN (cyanoacetohydrazide). Solvent: C(C)O (ethanol). The product is O=C1NN=CC(=C1C#N)C1=CC=CC=C1 (3-Oxo-5-phenyl-2,3-dihydro-pyridazine-4-carbonitrile). RXN SMILES: [C:1]1([C:7]([CH:9]=O)=O)[CH:6]=[CH:5][CH:4]=[CH:3][CH:2]=1.[C:11]([CH2:13][C:14]([NH:16][NH2:17])=[O:15])#[N:12]>C(O)C>[O:15]=[C:14]1[C:13]([C:11]#[N:12])=[C:7]([C:1]2[CH:6]=[CH:5][CH:4]=[CH:3][CH:2]=2)[CH:9]=[N:17][NH:16]1. Reported procedure: Phenyl glyoxal (1.0 g, 7.46 mmol) and cyanoacetohydrazide (740 mg, 7.46 mmol) were heated to reflux in 10 mL ethanol for 16 hours. After cooling, the solvent was evaporated and the crude brown mixture was purified by silica chromatography (1:9 methanol/dichloromethane). The still impure product was further recrystallized from methanol affording 70 mg pure product. RXN SMILES: [CH2:37]1[O:38][CH2:39][CH2:40][CH2:41]1.[CH3:12][S:13]([O:14][CH2:17][CH:18]1[CH2:19][N:20]([c:24]2[cH:25][c:26]([F:36])[c:27]([C:30]3=[CH:35][CH2:34][O:33][CH2:32][CH2:31]3)[cH:28][cH:29]2)[C:21](=[O:23])[O:22]1)(=[O:15])=[O:16].[CH3:7][CH2:8][CH2:9][CH2:10][Li:11].[NH2:1][c:2]1[o:3][cH:4][cH:5][n:6]1>>[NH:1]([c:2]1[o:3][cH:4][cH:5][n:6]1)[CH2:17][CH:18]1[CH2:19][N:20]([c:24]2[cH:25][c:26]([F:36])[c:27]([C:30]3=[CH:35][CH2:34][O:33][CH2:32][CH2:31]3)[cH:28][cH:29]2)[C:21](=[O:23])[O:22]1. Yields the product O=C1OC(CNc2ncco2)CN1c1ccc(C2=CCOCC2)c(F)c1. The reactants are C1CCOC1, CS(=O)(=O)OCC1CN(c2ccc(C3=CCOCC3)c(F)c2)C(=O)O1, [Li]CCCC, Nc1ncco1. The reactants are [H-].[Na+] (sodium hydride), C(CCCCCCCCCCC)Br (lauryl bromide), CN(C=O)C (dimethylformamide), C(C#C)O (Propargyl alcohol), [H-].[Na+] (sodium hydride), CN(C=O)C (dimethylformamide), CCOCl (chloro methyl methyl ether), ice water. Run at time 30 minute. Yields the product COCOCC#CCCCCCCCCCCCC (15-methoxymethoxy-13-pentadecyne). RXN SMILES: [CH2:1]([OH:4])[C:2]#[CH:3].[H-].[Na+].C[CH2:8][O:9]Cl.[CH2:11](Br)[CH2:12][CH2:13][CH2:14][CH2:15][CH2:16][CH2:17][CH2:18][CH2:19][CH2:20][CH2:21][CH3:22].[CH3:24]N(C)C=O>>[CH3:24][O:9][CH2:8][O:4][CH2:1][C:2]#[C:3][CH2:11][CH2:12][CH2:13][CH2:14][CH2:15][CH2:16][CH2:17][CH2:18][CH2:19][CH2:20][CH2:21][CH3:22] |f:1.2|. Procedure: Propargyl alcohol (3.00 g) was portionwise added to a mixed solution of 2.256 g of sodium hydride and 30 ml of dry dimethylformamide under ice-cooling under a nitrogen atmosphere. The mixture was stirred at room temperature for 30 minutes. The mixture was ice-cooled again and 5.175 g of chloro methyl methyl ether was portionwise added thereto. The mixture was stirred at room temperature overnight. Then, 4.284 g of sodium hydride was added thereto under ice-cooling and the mixture was heated to r... Conditions: temperature 60 celsius, time 2 hour. Reactants: C(C1=CC=CC=C1)(=O)OC=1C=C(C=CC1OC(C1=CC=CC=C1)=O)CCC(=O)O (3-(3,4-dibenzoyloxyphenyl)propionic acid), S(=O)(Cl)Cl (thionyl chloride). Reported procedure: 6 g of 3-(3,4-dibenzoyloxyphenyl)propionic acid was dissolved in 20 ml of benzene, and 2 g of thionyl chloride was added thereto. After stirring at 60° C. for 2 hours, the solvent was distilled off in order to obtain crude 3-(3,4-dibenzoyloxyphenyl)propionic acid chloride. To 50 ml of chloroform was added 2.8 g of morpholine, and the above-mentioned acid chloride was then slowly added dropwise thereto under cooling. After stirring at room temperature for 2 hours, the reaction solution was washed... Yields the product C(C1=CC=CC=C1)(=O)OC=1C=C(C=CC1OC(C1=CC=CC=C1)=O)CCC(=O)Cl (3-(3,4-dibenzoyloxyphenyl)propionic acid chloride). Reaction SMILES: [C:1]([O:9][C:10]1[CH:11]=[C:12]([CH2:25][CH2:26][C:27]([OH:29])=O)[CH:13]=[CH:14][C:15]=1[O:16][C:17](=[O:24])[C:18]1[CH:23]=[CH:22][CH:21]=[CH:20][CH:19]=1)(=[O:8])[C:2]1[CH:7]=[CH:6][CH:5]=[CH:4][CH:3]=1.S(Cl)([Cl:32])=O>C1C=CC=CC=1>[C:1]([O:9][C:10]1[CH:11]=[C:12]([CH2:25][CH2:26][C:27]([Cl:32])=[O:29])[CH:13]=[CH:14][C:15]=1[O:16][C:17](=[O:24])[C:18]1[CH:23]=[CH:22][CH:21]=[CH:20][CH:19]=1)(=[O:8])[C:2]1[CH:7]=[CH:6][CH:5]=[CH:4][CH:3]=1. Solvent: C1=CC=CC=C1 (benzene). The reactants are C(CCCC)C(CN1CCCC1)=CC1=C(C=C(C=C1)Cl)Cl (N-[2-n-Pentyl-3-(2,4-dichlorophenyl)-prop-2-en-1-yl]-pyrrolidine), C(C=C)Br (allyl bromide). Run in C(C)(=O)O (acetic acid). The product is [Br-].C(CCCC)C(C[N+]1(CCCC1)CC=C)=CC1=C(C=C(C=C1)Cl)Cl (N-[2-n-Pentyl-3-(2,4-dichlorophenyl)-prop-2-en-1-yl]-N-allyl-pyrrolidinium bromide). The yield is 53.8%. Reaction SMILES: [CH2:1]([C:6](=[CH:13][C:14]1[CH:19]=[CH:18][C:17]([Cl:20])=[CH:16][C:15]=1[Cl:21])[CH2:7][N:8]1[CH2:12][CH2:11][CH2:10][CH2:9]1)[CH2:2][CH2:3][CH2:4][CH3:5].[CH2:22]([Br:25])[CH:23]=[CH2:24]>C(O)(=O)C>[Br-:25].[CH2:1]([C:6](=[CH:13][C:14]1[CH:19]=[CH:18][C:17]([Cl:20])=[CH:16][C:15]=1[Cl:21])[CH2:7][N+:8]1([CH2:24][CH:23]=[CH2:22])[CH2:12][CH2:11][CH2:10][CH2:9]1)[CH2:2][CH2:3][CH2:4][CH3:5] |f:3.4|. Procedure: 19 g of (IV) and 14.5 g of allyl bromide in 200 ml of glacial acetic acid were refluxed for 5 hours, the mixture was cooled, and the liquid product which separated out was triturated with ethyl acetate. The product which crystallized out was filtered off under suction, washed with ethyl acetate and dried under reduced pressure. 14 g of (V) of melting point 109° C. were obtained (compound No. 3a). Reactants: BrC=1C=CC(=C(C1)NC1=CC=CC=C1)[N+](=O)[O-] (N-(5-bromo-2-nitrophenyl)benzenamine), N1CCNCC1 (piperazine), O (H2O). Solvent: CN1CCCC1=O (NMP). The product is [N+](=O)([O-])C1=C(NC2=CC=CC=C2)C=C(C=C1)N1CCNCC1 (2-nitro-N-phenyl-5-(piperazin-1-yl)aniline). The yield is 64.7%. As a reaction SMILES: Br[C:2]1[CH:3]=[CH:4][C:5]([N+:15]([O-:17])=[O:16])=[C:6]([NH:8][C:9]2[CH:14]=[CH:13][CH:12]=[CH:11][CH:10]=2)[CH:7]=1.[NH:18]1[CH2:23][CH2:22][NH:21][CH2:20][CH2:19]1.O>CN1C(=O)CCC1>[N+:15]([C:5]1[CH:4]=[CH:3][C:2]([N:18]2[CH2:23][CH2:22][NH:21][CH2:20][CH2:19]2)=[CH:7][C:6]=1[NH:8][C:9]1[CH:14]=[CH:13][CH:12]=[CH:11][CH:10]=1)([O-:17])=[O:16]. Reported procedure: A solution of N-(5-bromo-2-nitrophenyl)benzenamine (250 mg, 0.85 mmol) and piperazine (366 mg, 4.26 mmol) in NMP (1 mL) was heated to 110° C. for 16 h. The solution whole cooled to room temperature to which was slowly added H2O (5 mL). The resulting yellow precipitate was filtered, washed with 10 mL of water, dried (high vacuum, 14 h) to furnish 2-nitro-N-phenyl-5-(piperazin-1-yl)aniline (165 mg, 0.55 mmol), 65% yield. 1H NMR (500 MHz, CDCl3) d (ppm) 9.89 (s, 1H), 8.15 (d, J=9.0 Hz, 1H), 7.45 (m... Reactants: P(Cl)(Cl)Cl (Phosphorus trichloride), C1(CCCC1)C(=O)O (cyclopentanecarboxylic acid), BrBr (bromine). Run at temperature 85 celsius, time 12 hour. Product: BrC1(CCCC1)C(=O)O (1-Bromocyclopentanecarboxylic acid). As a reaction SMILES: P(Cl)(Cl)Cl.[CH:5]1([C:10]([OH:12])=[O:11])[CH2:9][CH2:8][CH2:7][CH2:6]1.[Br:13]Br>>[Br:13][C:5]1([C:10]([OH:12])=[O:11])[CH2:9][CH2:8][CH2:7][CH2:6]1. Procedure details: Phosphorus trichloride (0.54 mL, 6.20 mmol) was added drop-wise to the mixture of cyclopentanecarboxylic acid (14.2 g, 124 mmol) and bromine (7.35 mL, 143 mmol). The mixture was then gradually heated to 85° C. and stirred at this temperature in a sealed vessel for 12 h. After cooling to ambient temperature, the mixture was partitioned between EtOAc and water. The organic portion was separated, washed with water and brine, and conc. in vacuo to give the title compound as a white solid.